This data is from the Open Reaction Database (ORD), a public repository of structured organic reaction records. The task is: describe an organic reaction: reactants, conditions, products, and yield Starting materials: CO, [H][H], CN(CC(=O)Nc1ccccc1[N+](=O)[O-])Cc1ccccc1, O=[Pt]. The product is CN(CC(=O)Nc1ccccc1N)Cc1ccccc1. As a reaction SMILES: [CH3:25][OH:26].[H:23][H:24].[N+:1]([O-:2])(=[O:3])[c:4]1[c:5]([NH:10][C:11]([CH2:12][N:13]([CH3:14])[CH2:15][c:16]2[cH:17][cH:18][cH:19][cH:20][cH:21]2)=[O:22])[cH:6][cH:7][cH:8][cH:9]1.[Pt:27]=[O:28]>>[NH2:1][c:4]1[c:5]([NH:10][C:11]([CH2:12][N:13]([CH3:14])[CH2:15][c:16]2[cH:17][cH:18][cH:19][cH:20][cH:21]2)=[O:22])[cH:6][cH:7][cH:8][cH:9]1. Reactants: C1CCOC1, CC(O)(c1ccc(N2CCN(S(=O)(=O)c3cccs3)CC2COS(C)(=O)=O)cc1)C(F)(F)F, CN. As a reaction SMILES: [CH2:36]1[O:37][CH2:38][CH2:39][CH2:40]1.[CH3:1][S:2]([O:3][CH2:6][CH:7]1[N:8]([c:21]2[cH:22][cH:23][c:24]([C:27]([C:28]([F:29])([F:30])[F:31])([CH3:32])[OH:33])[cH:25][cH:26]2)[CH2:9][CH2:10][N:11]([S:13](=[O:14])(=[O:15])[c:16]2[s:17][cH:18][cH:19][cH:20]2)[CH2:12]1)(=[O:4])=[O:5].[CH3:34][NH2:35]>>[CH2:6]([CH:7]1[N:8]([c:21]2[cH:22][cH:23][c:24]([C:27]([C:28]([F:29])([F:30])[F:31])([CH3:32])[OH:33])[cH:25][cH:26]2)[CH2:9][CH2:10][N:11]([S:13](=[O:14])(=[O:15])[c:16]2[s:17][cH:18][cH:19][cH:20]2)[CH2:12]1)[NH:35][CH3:34]. Yields the product CNCC1CN(S(=O)(=O)c2cccs2)CCN1c1ccc(C(C)(O)C(F)(F)F)cc1. Starting materials: C1CC(=O)N(C1=O)Br (NBS), S1C(=CC=C1)CCO (2-(2-thienyl)ethanol), oil. Run in C1(=CC=CC=C1)C (toluene). Conditions: temperature -20 celsius, time 8 hour. The product is BrC1=CC=C(S1)CCO (2-(5-Bromo-2-thienyl)ethanol). RXN SMILES: [S:1]1[CH:5]=[CH:4][CH:3]=[C:2]1[CH2:6][CH2:7][OH:8].C1C(=O)N([Br:16])C(=O)C1>C1(C)C=CC=CC=1>[Br:16][C:5]1[S:1][C:2]([CH2:6][CH2:7][OH:8])=[CH:3][CH:4]=1. Procedure: 2-(2-thienyl)ethanol (Aldrich, 5.0 g, 39 mmol) was diluted in toluene (50 mL) and cooled to −20° C. using an ice/NaCl bath. NBS (6.95 g, 39 mmol, 1 eq) was added portionwise over 15 minutes and the mixture was stirred at rt overnight. After quenching with 10% aq potassium hydroxide (20 mL), the layers were separated and the aqueous layer was extracted twice with dichloromethane (50 mL). The combined organic layers were dried over sodium sulfate, filtered, and concentrated. Purification by Isco C... Starting materials: O.C(C)#N (water Acetonitrile), BrC1=CC(=C(C=C1)[N+](=O)[O-])F (4-Bromo-2-Floronitrobenzene), CC(C)[S-].[Na+] (Sodium propane-2-thiolate). Run in C(Cl)Cl (DCM). Reaction conditions: time 8 hour. The product is BrC1=CC(=C(C=C1)[N+](=O)[O-])SC(C)C (4-bromo-1-nitro-2-(propan-2-ylsulfanyl)benzene). Yield: 31.9%. RXN SMILES: [Br:1][C:2]1[CH:7]=[CH:6][C:5]([N+:8]([O-:10])=[O:9])=[C:4](F)[CH:3]=1.[CH3:12][CH:13]([S-:15])[CH3:14].[Na+].O.C(#N)C>C(Cl)Cl>[Br:1][C:2]1[CH:7]=[CH:6][C:5]([N+:8]([O-:10])=[O:9])=[C:4]([S:15][CH:13]([CH3:14])[CH3:12])[CH:3]=1 |f:1.2,3.4|. Procedure details: At 0 degree, to a stirring solution of 4-Bromo-2-Floronitrobenzene (2.0 g, 9.1 mmol) in DCM was added Sodium propane-2-thiolate (2.0 g, 20 mmol) in two portions. The reaction mixture was warmed to room temperature and stirred overnight. The reaction mixture was filtered through a syringe filter. The product was isolated by prep-HPLC (water/Acetonitrile) as a bright yellow solid (0.8 g, 2.9 mmol, 32% yield). Reactants: [H-].[Na+] (NaH), oil, C(C)OC(C(=COCC)C(C1=C(C=C(C(=C1)F)Cl)Cl)=O)=O (2-(2,4-dichloro-5-fluoro-benzoyl)-3-ethoxy-acrylic acid ethyl ester), FC1=C(N)C=CC(=C1)F (2,4-difluoroaniline). Run in C(C)O (ethanol), C(C)(=O)OCC (ethyl acetate). The product is C(C)OC(=O)C1=CN(C2=CC(=C(C=C2C1=O)F)Cl)C1=C(C=C(C=C1)F)F (7-Chloro-1-(2,4-difluoro-phenyl)-6-fluoro-4-oxo-1,4-dihydro-quinoline-3-carboxylic Acid Ethyl Ester). RXN SMILES: [CH2:1]([O:3][C:4](=[O:21])[C:5]([C:10](=[O:20])[C:11]1[CH:16]=[C:15]([F:17])[C:14]([Cl:18])=[CH:13][C:12]=1Cl)=[CH:6]OCC)[CH3:2].[F:22][C:23]1[CH:29]=[C:28]([F:30])[CH:27]=[CH:26][C:24]=1[NH2:25].[H-].[Na+]>C(O)C.C(OCC)(=O)C>[CH2:1]([O:3][C:4]([C:5]1[C:10](=[O:20])[C:11]2[C:12](=[CH:13][C:14]([Cl:18])=[C:15]([F:17])[CH:16]=2)[N:25]([C:24]2[CH:26]=[CH:27][C:28]([F:30])=[CH:29][C:23]=2[F:22])[CH:6]=1)=[O:21])[CH3:2] |f:2.3|. Reported procedure: A solution of 2 g 2-(2,4-dichloro-5-fluoro-benzoyl)-3-ethoxy-acrylic acid ethyl ester (5.97 mmol) and 0.6 ml of 2,4-difluoroaniline (5.97 mmol) in 15 ml of ethanol was stirred at reflux for 25 hrs. The reaction was monitored by TLC. The ethanol was evaporated and the residual ethanol was distilled from an azeotrope with 20 ml heptane and 20 ml ethyl acetate. The yellow oil was dissolved in 20 ml of THF, reacted with 315 mg of a 50% NaH suspension in oil (6.56 mmol) and stirred at reflux for 20 h... Reactants: O=C(\C=C(\CC1=C(C=C(C(=C1)F)F)F)/N)N1CC=2N(CC1)C(=NN2)C(F)(F)F ((2Z)-4-oxo-4-[3-(trifluoromethyl)-5,6-dihydro[1,2,4]triazolo[4,3-a]pyrazin-7(8H)-yl]-1-(2,4,5-trifluorophenyl)but-2-en-2-amine), [Rh(cod)2]OTf, Ligand E, C(C(F)(F)F)O (trifluoroethanol). Run at time 1 hour. The product is O=C(C[C@@H](CC1=C(C=C(C(=C1)F)F)F)N)N1CC=2N(CC1)C(=NN2)C(F)(F)F ((2R)-4-oxo-4-[3-(trifluoromethyl)-5,6-dihydro[1,2,4]triazolo[4,3-a]pyrazin-7(8H)-yl]-1-(2,4,5-trifluorophenyl)butan-2-amine). RXN SMILES: C(O)C(F)(F)F.[O:7]=[C:8]([N:22]1[CH2:27][CH2:26][N:25]2[C:28]([C:31]([F:34])([F:33])[F:32])=[N:29][N:30]=[C:24]2[CH2:23]1)/[CH:9]=[C:10](\[NH2:21])/[CH2:11][C:12]1[CH:17]=[C:16]([F:18])[C:15]([F:19])=[CH:14][C:13]=1[F:20]>>[O:7]=[C:8]([N:22]1[CH2:27][CH2:26][N:25]2[C:28]([C:31]([F:34])([F:33])[F:32])=[N:29][N:30]=[C:24]2[CH2:23]1)[CH2:9][C@H:10]([NH2:21])[CH2:11][C:12]1[CH:17]=[C:16]([F:18])[C:15]([F:19])=[CH:14][C:13]=1[F:20]. Procedure: Into a flask was charged [Rh(cod)2]OTf (0.1 mmol) and (S)-Cy2-p-Tol-Biphemp (Ligand E) (0.1 mmol) under a nitrogen atmosphere. Degassed trifluoroethanol was then added (20 mL) and the mixture was stirred at room temperature for 1 h. Into a hydrogenator was charged the enamine amide 2-4 (1 mmol) and then degassed. The catalyst solution was then transferred to the hydrogenator under nitrogen. After degassing three times, the enamine amide was hydrogenated under 100 psig hydrogen gas at 20° C. for ... The reactants are OC=1C=CC(=NC1)C1=CC(OC2=C1C=C(C=C2)C#N)(C)C (4-(5-hydroxy-2-pyridyl)-2,2-dimethyl-2H-1-benzopyran-6-carbonitrile), ClC1=CC(=CC=C1)C(=O)OO (m-chloroperbenzoic acid). The solvent is ClCCl (dichloromethane). Product: C(#N)C=1C=CC2=C(C(=CC(O2)(C)C)C2=[N+](C=C(C=C2)O)[O-])C1 (2-(6-cyano-2,2-dimethyl-2H-1-benzopyran-4-yl)-5-hydroxypyridine N-oxide). Isolated yield 7.1%. Reaction SMILES: [OH:1][C:2]1[CH:3]=[CH:4][C:5]([C:8]2[C:13]3[CH:14]=[C:15]([C:18]#[N:19])[CH:16]=[CH:17][C:12]=3[O:11][C:10]([CH3:21])([CH3:20])[CH:9]=2)=[N:6][CH:7]=1.ClC1C=CC=C(C(OO)=[O:30])C=1>ClCCl>[C:18]([C:15]1[CH:16]=[CH:17][C:12]2[O:11][C:10]([CH3:21])([CH3:20])[CH:9]=[C:8]([C:5]3[CH:4]=[CH:3][C:2]([OH:1])=[CH:7][N+:6]=3[O-:30])[C:13]=2[CH:14]=1)#[N:19]. Procedure: 400 mg of 4-(5-hydroxy-2-pyridyl)-2,2-dimethyl-2H-1-benzopyran-6-carbonitrile and 350 mg of m-chloroperbenzoic acid were stirred overnight in 100 ml of dichloromethane. The mixture was washed in succession with sodium bisulphite solution, sodium bicarbonate solution and water, dried over sodium sulphate and evaporated. The residue was chromatographed on silica gel using 10% (v/v) methanol/ ethyl acetate for the elution. There were obtained 30 mg of 2-(6-cyano-2,2-dimethyl-2H-1-benzopyran-4-yl)-5... The reagents and catalysts are C=1C=CC(=CC1)[P](C=2C=CC=CC2)(C=3C=CC=CC3)[Pd]([P](C=4C=CC=CC4)(C=5C=CC=CC5)C=6C=CC=CC6)([P](C=7C=CC=CC7)(C=8C=CC=CC8)C=9C=CC=CC9)[P](C=1C=CC=CC1)(C=1C=CC=CC1)C=1C=CC=CC1 (tetrakis(triphenylphosphine)palladium(0)). Conditions: temperature 95 celsius, time 4 hour. Product: ClC=1C=C(C=CC1C(F)(F)F)C1=CC(=C(C=C1)N)[N+](=O)[O-] (3′-chloro-3-nitro-4′-trifluoromethyl-biphenyl-4-ylamine). Starting materials: BrC1=CC(=C(N)C=C1)[N+](=O)[O-] (4-bromo-2-nitroaniline), ClC=1C=C(C=CC1C(F)(F)F)B(O)O (3-chloro-4-trifluoromethyl-phenylboronic acid), C(=O)([O-])[O-].[Na+].[Na+] (Na2CO3). The yield is 101.1%. Reported procedure: A mixture of 4-bromo-2-nitroaniline (2.17 g), 3-chloro-4-trifluoromethyl-phenylboronic acid (3.5 g), and Na2CO3 (3.5 g), tetrakis(triphenylphosphine)palladium(0) (0.5 g), in DME (60 mL) and water (60 mL) was degassed under vacuum and the vacuum was broken with N2 gas. The resultant reaction mixture was kept stirring at 90-100° C. for 4 h. The reaction mixture was cooled to room temperature, separated the organic layer and the aqueous layer was extracted with ethyl acetate (100 mL). The combined ... Reaction SMILES: Br[C:2]1[CH:8]=[CH:7][C:5]([NH2:6])=[C:4]([N+:9]([O-:11])=[O:10])[CH:3]=1.[Cl:12][C:13]1[CH:14]=[C:15](B(O)O)[CH:16]=[CH:17][C:18]=1[C:19]([F:22])([F:21])[F:20].C([O-])([O-])=O.[Na+].[Na+]>C1C=CC([P]([Pd]([P](C2C=CC=CC=2)(C2C=CC=CC=2)C2C=CC=CC=2)([P](C2C=CC=CC=2)(C2C=CC=CC=2)C2C=CC=CC=2)[P](C2C=CC=CC=2)(C2C=CC=CC=2)C2C=CC=CC=2)(C2C=CC=CC=2)C2C=CC=CC=2)=CC=1>[Cl:12][C:13]1[CH:14]=[C:15]([C:2]2[CH:8]=[CH:7][C:5]([NH2:6])=[C:4]([N+:9]([O-:11])=[O:10])[CH:3]=2)[CH:16]=[CH:17][C:18]=1[C:19]([F:20])([F:21])[F:22] |f:2.3.4,^1:35,37,56,75|. The reactants are O=C1CCC(=O)N1Br, ClC(Cl)Cl, ClCCl, Nc1ccnc(N)n1, [Na+], [OH-]. The product is Nc1ncc(Br)c(N)n1. Reaction SMILES: [Br:9][N:10]1[C:11](=[O:12])[CH2:13][CH2:14][C:15]1=[O:16].[CH:22]([Cl:23])([Cl:24])[Cl:25].[Cl:17][CH2:18][Cl:19].[NH2:1][c:2]1[n:3][cH:4][cH:5][c:6]([NH2:8])[n:7]1.[Na+:21].[OH-:20]>>[NH2:1][c:2]1[n:3][cH:4][c:5]([Br:9])[c:6]([NH2:8])[n:7]1.